Dataset: the Open Reaction Database (ORD), a public repository of structured organic reaction records. Task: describe an organic reaction: reactants, conditions, products, and yield RXN SMILES: [CH3:1][C:2]1[CH:18]=[CH:17][C:5]([O:6][C:7]2[CH:12]=[CH:11][C:10]([CH3:13])=[CH:9][C:8]=2[CH2:14][C:15]#N)=[CH:4][CH:3]=1.C(O)C.[OH-:22].[K+].[OH2:24]>>[CH3:1][C:2]1[CH:18]=[CH:17][C:5]([O:6][C:7]2[CH:12]=[CH:11][C:10]([CH3:13])=[CH:9][C:8]=2[CH2:14][C:15]([OH:24])=[O:22])=[CH:4][CH:3]=1 |f:2.3|. Procedure details: A solution of 95 g. of crude 2-(4-methyl-phenoxy)-5-methyl-phenylacetonitrile in 500 ml. of ethanol is treated with a solution of 67 g. of potassium hydroxide in 120 ml. of water and heated to reflux for 5 hours. Then, the ethanol is evaporated in vacuo and the residue diluted with 500 ml. of water. The resulting mixture is extracted twice with ether. The ethereal extracts are extracted twice with sodium bicarbonate solution. The combined aqueous solutions are acidified and extracted three times... The reactants are CC1=CC=C(OC2=C(C=C(C=C2)C)CC#N)C=C1 (2-(4-methyl-phenoxy)-5-methyl-phenylacetonitrile), O (water), C(C)O (ethanol), [OH-].[K+] (potassium hydroxide). The product is CC1=CC=C(OC2=C(C=C(C=C2)C)CC(=O)O)C=C1 (2-(4-methyl-phenoxy)-5-methyl-phenylacetic acid).